The task is: describe an organic reaction: reactants, conditions, products, and yield. This data is from the Open Reaction Database (ORD), a public repository of structured organic reaction records. Reactants: ClC1=C(C(=O)O)C=CC(=N1)Cl (2,6-dichloronicotinic acid), C[Si](C)(C)C=[N+]=[N-] ((trimethylsilyl)diazomethane). Solvent: C1=CC=CC=C1.CO (benzene MeOH). The product is ClC1=C(C(=O)OC)C=CC(=N1)Cl (methyl 2,6-dichloronicotinate). Reaction SMILES: [Cl:1][C:2]1[N:10]=[C:9]([Cl:11])[CH:8]=[CH:7][C:3]=1[C:4]([OH:6])=[O:5].[CH3:12][Si](C=[N+]=[N-])(C)C>C1C=CC=CC=1.CO>[Cl:1][C:2]1[N:10]=[C:9]([Cl:11])[CH:8]=[CH:7][C:3]=1[C:4]([O:6][CH3:12])=[O:5] |f:2.3|. Procedure: To a solution of 2,6-dichloronicotinic acid (52 g, 0.27 mol) in benzene: MeOH (7:1, 1.0 L) was added dropwise a solution of (trimethylsilyl)diazomethane (1 M in heptane) until gas evolution ceased and the yellow color persisted (ca. 320 mL, 1.2 equiv.). The volatiles were removed and the residue was purified by chromatography on silica gel eluting with 7:1 hexane:ethyl acetate to give the product as a white solid. The reactants are C[Si](CCOCC1(C(C=CC=C1)=S(=O)=O)C=1NC=CN1)(C)C (1-[[2-(trimethylsilyl)ethoxy]methyl]-2-sulfonylphenyl-imidazole), C(C)(C)[N-]C(C)C.[Li+] (lithium diisopropylamide), IN1C(CCC1=O)=O (N-iodosuccinimide). The product is C[Si](CCOCC1(C(C=CC=C1)=S(=O)=O)C=1NC(=CN1)I)(C)C (1-[[2-(trimethylsilyl)ethoxy]methyl]-2-sulfonylphenyl-5-iodo-imidazole). RXN SMILES: [CH3:1][Si:2]([CH3:22])([CH3:21])[CH2:3][CH2:4][O:5][CH2:6][C:7]1([C:16]2[NH:17][CH:18]=[CH:19][N:20]=2)[CH:12]=[CH:11][CH:10]=[CH:9][C:8]1=[S:13](=[O:15])=[O:14].C([N-]C(C)C)(C)C.[Li+].[I:31]N1C(=O)CCC1=O>>[CH3:1][Si:2]([CH3:22])([CH3:21])[CH2:3][CH2:4][O:5][CH2:6][C:7]1([C:16]2[NH:20][C:19]([I:31])=[CH:18][N:17]=2)[CH:12]=[CH:11][CH:10]=[CH:9][C:8]1=[S:13](=[O:15])=[O:14] |f:1.2|. Reported procedure: According to the foregoing reaction scheme 1, 1-[[2-(trimethylsilyl)ethoxy]methyl]- imidazole (1) is treated with n-BuLi at -78° C. and reacted with phenyl disulfide to afford 1-[[2-(trimethylsilyl)ethoxy]methyl]-2-thiophenyl-imidazole (2). 1-[[2-(trimethylsilyl)ethoxy]methyl]-2-thiophenyl-imidazole (2) is oxidized with 2 equivalents of m-chloroperbenzoic acid to give 1-[[2-(trimethylsilyl)ethoxy]methyl]-2-sulfonylphenyl-imidazole (3). 1-[[2-(trimethylsilyl)ethoxy]methyl]-2-sulfonylphenyl-imidaz...